Task: describe an organic reaction: reactants, conditions, products, and yield. Dataset: the Open Reaction Database (ORD), a public repository of structured organic reaction records The reactants are OCC1=NC2=CC=CC(=C2C=C1)[N+](=O)[O-] (2-(hydroxymethyl)-5-nitroquinoline), CCCCCC.C(C)(=O)OCC (hexane ethyl acetate), C(C)(=O)OC(C)=O (acetic acid anhydride), C1(=CC=CC=C1)C (toluene). Solvent: N1=CC=CC=C1 (pyridine). Conditions: time 24 hour. The product is C(C)(=O)OCC1=NC2=CC=CC(=C2C=C1)[N+](=O)[O-] (2-(Acetoxymethyl)-5-nitroquinoline). RXN SMILES: [OH:1][CH2:2][C:3]1[CH:12]=[CH:11][C:10]2[C:5](=[CH:6][CH:7]=[CH:8][C:9]=2[N+:13]([O-:15])=[O:14])[N:4]=1.[C:16](OC(=O)C)(=[O:18])[CH3:17].C1(C)C=CC=CC=1.CCCCCC.C(OCC)(=O)C>N1C=CC=CC=1>[C:16]([O:1][CH2:2][C:3]1[CH:12]=[CH:11][C:10]2[C:5](=[CH:6][CH:7]=[CH:8][C:9]=2[N+:13]([O-:15])=[O:14])[N:4]=1)(=[O:18])[CH3:17] |f:3.4|. Reported procedure: A solution that consists of 390 mg (1.91 mmol) of 2-(hydroxymethyl)-5-nitroquinoline and 2.5 ml of acetic acid anhydride in 5.0 ml of pyridine is allowed to stir for 24 hours at room temperature. After repeated co-evaporation with toluene and subsequent chromatography on silica gel with hexane-ethyl acetate (0-100%), 410 mg (87% of theory) of the product is obtained.